describe an organic reaction: reactants, conditions, products, and yield From a dataset of the Open Reaction Database (ORD), a public repository of structured organic reaction records. The reactants are C(=O)(Cl)Cl (Phosgene), CN(C)C(C)(O)C1=CC2(C3=CC=CC=C13)CCCC2 (dimethylamino-1-[spiro(cyclopentane-1,1'-indene)-3'-yl]ethanol), C1=CC=CC=C1 (benzene), 5-[spiro(cyclopentane-1,1'-indene)-3'-yl]ethanol, [OH-].[K+] (potassium hydroxide). Solvent: C(C)O (ethanol), O (water). Run at time 30 minute. Yields the product CNCC(O)C1=CC2(C3=CC=CC=C13)CCCC2 (2-Methylamino-1-[spiro(cyclopentane-1,1'-indene)-3'-yl]ethanol). Reaction SMILES: C(Cl)(Cl)=[O:2].[CH3:5][N:6]([C:8]([C:11]1[C:19]2[C:14](=CC=CC=2)[C:13]2([CH2:23][CH2:22][CH2:21][CH2:20]2)C=1)(O)C)C.[OH-].[K+].[CH:26]1[CH:31]=[CH:30][CH:29]=[CH:28][CH:27]=1>C(O)C.O>[CH3:5][NH:6][CH2:8][CH:11]([C:19]1[C:31]2[C:26](=[CH:27][CH:28]=[CH:29][CH:30]=2)[C:13]2([CH2:23][CH2:22][CH2:21][CH2:20]2)[CH:14]=1)[OH:2] |f:2.3|. Reported procedure: Phosgene (1 g) is added to dimethylamino-1-[spiro(cyclopentane-1,1'-indene)-3'-yl]ethanol (2.9 g) in benzene (25 ml). The mixture is stirred at room temperature for 30 minutes and then under reflux for 2 hours. Evaporation of the solvent under reduced pressure gives an oil which crystallizes. Recrystallization from diisopropyl ether gives a pure product, m.p. 75°-77° C. This compound, 5-[spiro(cyclopentane-1,1'-indene)-3'-yl]ethanol (2 g), is refluxed for 2 hours with a solution of potassium hyd... Starting materials: O=C(O)c1ccc(Cl)s1, CC(C)(C)OC(=O)N1CCC(CN)C1. Product: CC(C)(C)OC(=O)N1CCC(CNC(=O)c2ccc(Cl)s2)C1. Reaction SMILES: [Cl:15][c:16]1[cH:17][cH:18][c:19]([C:21](=[O:22])[OH:23])[s:20]1.[NH2:1][CH2:2][CH:3]1[CH2:4][N:5]([C:8](=[O:9])[O:10][C:11]([CH3:12])([CH3:13])[CH3:14])[CH2:6][CH2:7]1>>[NH:1]([CH2:2][CH:3]1[CH2:4][N:5]([C:8](=[O:9])[O:10][C:11]([CH3:12])([CH3:13])[CH3:14])[CH2:6][CH2:7]1)[C:21]([c:19]1[cH:18][cH:17][c:16]([Cl:15])[s:20]1)=[O:22]. The reactants are ClC1=NC=NC2=CC(=C(C=C12)OC)OCC1CCN(CC1)C (4-chloro-6-methoxy-7-((1-methylpiperidin-4-yl)methoxy)quinazoline), OC=1C=CC2=C(NC(CO2)=O)C1 (6-hydroxy-2H-4H-1,4-benzoxazin-3-one). The product is COC=1C=C2C(=NC=NC2=CC1OCC1CCN(CC1)C)OC=1C=CC2=C(NC(CO2)=O)C1 (6-methoxy-7-((1-methylpiperidin-4-yl)methoxy)-4-(3-oxo-2H-4H-1,4-benzoxazin-6-yloxy)quinazoline). Yield: 0.1%. Reaction SMILES: Cl[C:2]1[C:11]2[C:6](=[CH:7][C:8]([O:14][CH2:15][CH:16]3[CH2:21][CH2:20][N:19]([CH3:22])[CH2:18][CH2:17]3)=[C:9]([O:12][CH3:13])[CH:10]=2)[N:5]=[CH:4][N:3]=1.[OH:23][C:24]1[CH:25]=[CH:26][C:27]2[O:32][CH2:31][C:30](=[O:33])[NH:29][C:28]=2[CH:34]=1>>[CH3:13][O:12][C:9]1[CH:10]=[C:11]2[C:6](=[CH:7][C:8]=1[O:14][CH2:15][CH:16]1[CH2:21][CH2:20][N:19]([CH3:22])[CH2:18][CH2:17]1)[N:5]=[CH:4][N:3]=[C:2]2[O:23][C:24]1[CH:25]=[CH:26][C:27]2[O:32][CH2:31][C:30](=[O:33])[NH:29][C:28]=2[CH:34]=1. Procedure: Using a procedure analogous to that described for Example 9, 4-chloro-6-methoxy-7-((1-methylpiperidin-4-yl)methoxy)quinazoline (0.13 g, 0.4 mol), (prepared as described for the starting material in Example 10), was reacted with 6-hydroxy-2H-4H-1,4-benzoxazin-3-one (83 mg, 0.5 mol), (J. Chem. Soc. C, 1971, 2696), to give 6-methoxy-7-((1-methylpiperidin-4-yl)methoxy)-4-(3-oxo-2H-4H-1,4-benzoxazin-6-yloxy)quinazoline (158 mg, 88%). Product: CC(C)(C)OC(=O)NCC1CO1. The reactants are CC(C)(C)OC(=O)NCC(O)CO, CS(=O)(=O)Cl, CS(C)=O, [Na+], [OH-], O, c1ccncc1. RXN SMILES: [C:1]([CH3:2])([CH3:3])([CH3:4])[O:5][C:6]([NH:7][CH2:8][CH:9]([CH2:10][OH:11])[OH:12])=[O:13].[CH3:14][S:15](=[O:16])(=[O:17])[Cl:18].[CH3:28][S:29]([CH3:30])=[O:31].[Na+:20].[OH-:19].[OH2:27].[cH:21]1[cH:22][cH:23][n:24][cH:25][cH:26]1>>[C:1]([CH3:2])([CH3:3])([CH3:4])[O:5][C:6]([NH:7][CH2:8][CH:9]1[CH2:10][O:12]1)=[O:13]. Reactants: P(O)(=O)(OP(=O)(O)O)OC[C@@H]1[C@H]([C@H]([C@@H](O1)N1C=NC=2C(=O)NC(N)=NC12)O)O (guanosine 5′-diphosphate), COP(=O)(OC)OC (trimethylphosphate), P(=O)(Cl)(Cl)Cl (phosphorous oxychloride). Solvent: C(C)OCC (Diethyl ether). The product is P(=O)(O)(O)OC[C@@H]1[C@H]([C@H]([C@@H](O1)N1C=NC=2C(=O)NC(N)=NC12)O)OC (3′-O-Methyl Guanosine Monophosphate). RXN SMILES: [P:1]([O:9][CH2:10][C@H:11]1[O:15][C@@H:14]([N:16]2[C:26]3[N:25]=[C:23]([NH2:24])[NH:22][C:20](=[O:21])[C:19]=3[N:18]=[CH:17]2)[C@H:13]([OH:27])[C@@H:12]1[OH:28])([O:4]P(O)(O)=O)(=[O:3])[OH:2].[CH3:29]OP(OC)(OC)=O.P(Cl)(Cl)(Cl)=O>C(OCC)C>[P:1]([O:9][CH2:10][C@H:11]1[O:15][C@@H:14]([N:16]2[C:26]3[N:25]=[C:23]([NH2:24])[NH:22][C:20](=[O:21])[C:19]=3[N:18]=[CH:17]2)[C@H:13]([OH:27])[C@@H:12]1[O:28][CH3:29])([OH:4])([OH:2])=[O:3]. Procedure: In a clean, dry 500 mL round bottom flask equipped with a stirring bar and under a stream of argon slowly add dry and finely powdered 3′-O-Me-Guanosine (1), (6 g, 20 mmol) to a mixture of trimethylphosphate ((OMe)3P) (50 mL) and phosphorous oxychloride (POCl3) (6 mL, 60 mmol) at 0° C. in small portions with continuous stirring under argon. The mixture was kept at 0-4° C. and allowed to stir at least 19 hrs. Diethyl ether (200 mL) was added to extract the excess phosphorous oxychloride and to sim... Reactants: ClC1=CC=C(C=C1)C1(CCC1)C(CCCOCC(C)=O)N(C)C (1-{4-[1-(4-chlorophenyl)cyclobutyl] -4-dimethylaminobutoxy}propan-2-one), C(CO)O (ethylene glycol), [OH-].[Na+] (sodium hydroxide), O (Water). The solvent is CCOCC (ether). Conditions: time 16 hour. Product: ClC1=CC=C(C=C1)C1(CCC1)C(CCCOCC(=O)OCC)N(C)C (ethyl 2-{4-[1-(4-chlorophenyl)-cyclobutyl]-4-dimethylaminobutoxy}acetate). As a reaction SMILES: [Cl:1][C:2]1[CH:7]=[CH:6][C:5]([C:8]2([CH:12]([N:21]([CH3:23])[CH3:22])[CH2:13][CH2:14][CH2:15][O:16][CH2:17][C:18](=[O:20])C)[CH2:11][CH2:10][CH2:9]2)=[CH:4][CH:3]=1.[CH2:24](O)[CH2:25][OH:26].[OH-].[Na+].O>CCOCC>[Cl:1][C:2]1[CH:3]=[CH:4][C:5]([C:8]2([CH:12]([N:21]([CH3:22])[CH3:23])[CH2:13][CH2:14][CH2:15][O:16][CH2:17][C:18]([O:26][CH2:25][CH3:24])=[O:20])[CH2:9][CH2:10][CH2:11]2)=[CH:6][CH:7]=1 |f:2.3|. Procedure: A mixture of 2-{4-[1-(4-chlorophenyl)cyclobutyl]-4-dimethylaminobutoxy}-N,N-3-oxapentamethyleneacetamide (4.9 g prepared as described in Example 214), ethylene glycol (30 ml) and 18N aqueous sodium hydroxide solution (10 ml) was heated under reflux for 21/2 hours and then cooled. Water (30 ml) was added and the aqueous mixture washed with ether. The ether extracts were washed with 5N aqueous sodium hydroxide solution and the alkaline washings combined with the aqueous reaction mixture and the re... Reactants: CC(C)(C)CC(C)(C)NS(=O)(=O)C=Cc1ccc(Cl)cc1, ClCCl, O=C(O)C(F)(F)F. Yields the product NS(=O)(=O)C=Cc1ccc(Cl)cc1. Reaction SMILES: [CH3:1][C:2]([CH3:3])([CH2:4][C:5]([CH3:6])([CH3:7])[CH3:8])[NH:9][S:10](=[O:11])(=[O:12])[CH:13]=[CH:14][c:15]1[cH:16][cH:17][c:18]([Cl:21])[cH:19][cH:20]1.[Cl:29][CH2:30][Cl:31].[OH:22][C:23]([C:24]([F:25])([F:26])[F:27])=[O:28]>>[NH2:9][S:10](=[O:11])(=[O:12])[CH:13]=[CH:14][c:15]1[cH:16][cH:17][c:18]([Cl:21])[cH:19][cH:20]1. The reactants are C(=O)(O)[O-].[Na+] (NaHCO3), C(C)(C)(C)C=1C=C(N(N1)C1=CC=C(C=C1)OC)N (5-tert-Butyl-2-(4-methoxy-phenyl)-2H-pyrazol-3-ylamine), [Cl-].[Cl-].[Cl-].[Al+3] (aluminium trichloride), [Cl-].[Cl-].[Cl-].[Al+3] (aluminium trichloride). Run in C(Cl)Cl (DCM). The product is NC1=CC(=NN1C1=CC=C(C=C1)O)C(C)(C)C (4-(5-Amino-3-tert-butyl-pyrazol-1-yl)-phenol). Isolated yield 52.9%. Reaction SMILES: [C:1]([C:5]1[CH:6]=[C:7]([NH2:18])[N:8]([C:10]2[CH:15]=[CH:14][C:13]([O:16]C)=[CH:12][CH:11]=2)[N:9]=1)([CH3:4])([CH3:3])[CH3:2].[Cl-].[Cl-].[Cl-].[Al+3].C([O-])(O)=O.[Na+]>C(Cl)Cl>[NH2:18][C:7]1[N:8]([C:10]2[CH:15]=[CH:14][C:13]([OH:16])=[CH:12][CH:11]=2)[N:9]=[C:5]([C:1]([CH3:4])([CH3:3])[CH3:2])[CH:6]=1 |f:1.2.3.4,5.6|. Reported procedure: Intermediate 13a (10.0 g, 40.8 mmol) was dissolved in DCM (80.0 mL), and aluminium trichloride (28.0 g, 204.0 mmol) was added portionwise. The reaction was heated to reflux for 4 h. Additional aluminium trichloride (28.0 g, 204.0 mmol) was added portionwise, and the reaction heated at reflux overnight. After cooling, the mixture was carefully added portionwise to saturated aqueous NaHCO3 (300 mL). The mixture was extracted with ethyl acetate (300 mL) and separated. The aqueous layer was filtered... The reactants are CC(=O)OCC(=O)Cl, ClCCl, CCN(CC)c1cccc(N)c1C#N, O, c1ccncc1. Product: CCN(CC)c1cccc(NC(=O)COC(C)=O)c1C#N. Reaction SMILES: [C:21]([CH3:22])(=[O:23])[O:24][CH2:25][C:26](=[O:27])[Cl:28].[CH2:30]([Cl:31])[Cl:32].[NH2:1][c:2]1[c:3]([C:4]#[N:5])[c:6]([N:10]([CH2:11][CH3:12])[CH2:13][CH3:14])[cH:7][cH:8][cH:9]1.[OH2:29].[cH:15]1[cH:16][cH:17][n:18][cH:19][cH:20]1>>[NH:1]([c:2]1[c:3]([C:4]#[N:5])[c:6]([N:10]([CH2:11][CH3:12])[CH2:13][CH3:14])[cH:7][cH:8][cH:9]1)[C:26]([CH2:25][O:24][C:21]([CH3:22])=[O:23])=[O:27].